This data is from the Open Reaction Database (ORD), a public repository of structured organic reaction records. The task is: describe an organic reaction: reactants, conditions, products, and yield Starting materials: C1CCOC1, CCOC(C)=O, CCN(C(C)C)C(C)C, CC(C)(C)OC(=O)N1Cc2c(n[nH]c2N)C1(C)C. Yields the product CCOC(=O)n1nc2c(c1N)CN(C(=O)OC(C)(C)C)C2(C)C. As a reaction SMILES: [CH2:34]1[O:35][CH2:36][CH2:37][CH2:38]1.[CH3:28][CH2:29][O:30][C:31](=[O:32])[CH3:33].[CH:19]([N:20]([CH2:21][CH3:22])[CH:23]([CH3:24])[CH3:25])([CH3:26])[CH3:27].[NH2:1][c:2]1[c:3]2[c:4]([n:5][nH:6]1)[C:7]([CH3:17])([CH3:18])[N:8]([C:10](=[O:11])[O:12][C:13]([CH3:14])([CH3:15])[CH3:16])[CH2:9]2>>[NH2:1][c:2]1[c:3]2[c:4]([n:5][n:6]1[C:31]([O:30][CH2:29][CH3:28])=[O:32])[C:7]([CH3:17])([CH3:18])[N:8]([C:10](=[O:11])[O:12][C:13]([CH3:14])([CH3:15])[CH3:16])[CH2:9]2. Reactants: CCOC(C)=O, COc1c(F)cc(C=CC(=O)O)cc1F, C1CCOC1. The product is COc1c(F)cc(CCC(=O)O)cc1F. As a reaction SMILES: [CH3:21][CH2:22][O:23][C:24](=[O:25])[CH3:26].[F:1][c:2]1[cH:3][c:4]([CH:11]=[CH:12][C:13](=[O:14])[OH:15])[cH:5][c:6]([F:10])[c:7]1[O:8][CH3:9].[O:16]1[CH2:17][CH2:18][CH2:19][CH2:20]1>>[F:1][c:2]1[cH:3][c:4]([CH2:11][CH2:12][C:13](=[O:14])[OH:15])[cH:5][c:6]([F:10])[c:7]1[O:8][CH3:9]. The reactants are COc1cccc(-c2cccc(Oc3nc(OC)cc(OC)n3)c2C(=O)OCc2ccccc2)n1, CCOCC, [H][H], [Pd]. The product is COc1cccc(-c2cccc(Oc3nc(OC)cc(OC)n3)c2C(=O)O)n1. Reaction SMILES: [CH3:1][O:2][c:3]1[n:4][c:5]([O:11][c:12]2[c:13]([C:14](=[O:15])[O:16][CH2:17][c:18]3[cH:19][cH:20][cH:21][cH:22][cH:23]3)[c:24](-[c:28]3[n:29][c:30]([O:34][CH3:35])[cH:31][cH:32][cH:33]3)[cH:25][cH:26][cH:27]2)[n:6][c:7]([O:9][CH3:10])[cH:8]1.[CH3:38][CH2:39][O:40][CH2:41][CH3:42].[H:36][H:37].[Pd:43]>>[CH3:1][O:2][c:3]1[n:4][c:5]([O:11][c:12]2[c:13]([C:14](=[O:15])[OH:16])[c:24](-[c:28]3[n:29][c:30]([O:34][CH3:35])[cH:31][cH:32][cH:33]3)[cH:25][cH:26][cH:27]2)[n:6][c:7]([O:9][CH3:10])[cH:8]1. Reaction SMILES: CO.Cl.Cl.Cl.[S:6]([C:10]1[CH:35]=[CH:34][C:13]([CH2:14][NH:15][C:16]([NH:18][C:19]([NH:21][CH2:22][CH2:23][CH2:24][CH2:25][CH2:26][CH2:27][CH2:28][CH2:29][CH2:30][CH2:31][CH2:32][CH3:33])=[NH:20])=[NH:17])=[CH:12][CH:11]=1)(=[O:9])(=[O:8])[NH2:7].[CH3:36][C:37]([CH3:39])=O>>[CH3:36][C:37]1([CH3:39])[N:17]=[C:16]([NH:15][CH2:14][C:13]2[CH:12]=[CH:11][C:10]([S:6](=[O:8])(=[O:9])[NH2:7])=[CH:35][CH:34]=2)[NH:18][C:19]([NH:21][CH2:22][CH2:23][CH2:24][CH2:25][CH2:26][CH2:27][CH2:28][CH2:29][CH2:30][CH2:31][CH2:32][CH3:33])=[N:20]1 |f:2.3.4|. Yields the product CC1(N=C(NC(=N1)NCC1=CC=C(C=C1)S(N)(=O)=O)NCCCCCCCCCCCC)C (3,6-Dihydro-6,6-dimethyl-4-dodecylamino-2-(4-sulfamoylbenzylamino)-1,3,5-triazine). Starting materials: CO (methanol), Cl (hydrochloric acid), Cl.Cl.S(N)(=O)(=O)C1=CC=C(CNC(=N)NC(=N)NCCCCCCCCCCCC)C=C1 (N1-(4-sulfamoylbenzyl)-N5-dodecyl-biguanide dihydrochloride), CC(=O)C (acetone). Procedure details: 100 ml of methanol, 80 ml of acetone and 0.3 ml of concentrated hydrochloric acid were added to 5.5 g (10.0 mmol) of N1-(4-sulfamoylbenzyl)-N5-dodecyl-biguanide dihydrochloride. The mixture was refluxed for 22 hours, and the solvent was distilled off under reduced pressure. To the residue were added 60 ml of ethanol, 40 ml of water and 6.2 ml of 5N sodium hydroxide, and the mixture was refluxed for 1 hour, concentrated under reduced pressure, and extracted with ethyl acetate. The extract was was... The reactants are OCC(CCCCCCCCCCC)=O (1-hydroxy-2-tridecanone), N#CN (cyanamide), C(C)(=O)[O-].[Na+] (sodium acetate). The reagents and catalysts are [OH-].C(CCC)[N+](CCCC)(CCCC)CCCC (tetra n-butylammoniumhydroxide), [OH-].[Na+] (sodium hydroxide). Solvent: C1CCOC1 (THF), C(C)(=O)OCC (ethyl acetate). Run at temperature 25 celsius, time 48 hour. Product: NC=1OC=C(N1)CCCCCCCCCCC (2-amino-4-undecyloxazole). The yield is 62.5%. RXN SMILES: [OH:1][CH2:2][C:3](=O)[CH2:4][CH2:5][CH2:6][CH2:7][CH2:8][CH2:9][CH2:10][CH2:11][CH2:12][CH2:13][CH3:14].[N:16]#[C:17][NH2:18].C([O-])(=O)C.[Na+]>C1COCC1.C(OCC)(=O)C.[OH-].C([N+](CCCC)(CCCC)CCCC)CCC.[OH-].[Na+]>[NH2:18][C:17]1[O:1][CH:2]=[C:3]([CH2:4][CH2:5][CH2:6][CH2:7][CH2:8][CH2:9][CH2:10][CH2:11][CH2:12][CH2:13][CH3:14])[N:16]=1 |f:2.3,6.7,8.9|. Procedure: To a solution of 1-hydroxy-2-tridecanone (1.0 g, 4.7 mmol) and cyanamide (0.2 g, 5 mmol) in THF (3.0 mL) was added aqueous sodium acetate (2.0 mL, 1.0 N), tetra n-butylammoniumhydroxide (0.6 mL, 0.4 N 0.2 mmol), and sodium hydroxide (0.2 mL, 1.0 N, 0.2 mmol) sequentially. The resulting two-phase mixture was stirred (48 hours, 25° C.). The resulting mixture was taken up in ethyl acetate (200 mL), washed with brine (2×65 mL), dried (MgSO4), and concentrated in vacuo. The residue was chromatographe...